Dataset: the Open Reaction Database (ORD), a public repository of structured organic reaction records. Task: describe an organic reaction: reactants, conditions, products, and yield Reactants: C1(=CC=CC=2CCCCC12)OCCN1C2=C(C=3C=CC=CC13)CCN(CC2)C(=O)OC(C)(C)C (tert-Butyl 6-[2-(5,6,7,8-tetrahydronaphthalen-1-yloxy)ethyl]-1,4,5,6-tetrahydroazepino[4,5-b]indole-3(2H)-carboxylate), Cl (HCl). Run in CCOC(=O)C (EtOAc), O1CCOCC1 (dioxane). Conditions: time 20 hour. Product: Cl.C1(=CC=CC=2CCCCC12)OCCN1C2=C(C=3C=CC=CC13)CCNCC2 (6-[2-(5,6,7,8-tetrahydronaphthalen-1-yloxy)ethyl]-1,2,3,4,5,6-hexahydroazepino[4,5-b]indole hydrochloride). Isolated yield 73.0%. RXN SMILES: [C:1]1([O:11][CH2:12][CH2:13][N:14]2[C:22]3[CH:21]=[CH:20][CH:19]=[CH:18][C:17]=3[C:16]3[CH2:23][CH2:24][N:25](C(OC(C)(C)C)=O)[CH2:26][CH2:27][C:15]2=3)[C:10]2[CH2:9][CH2:8][CH2:7][CH2:6][C:5]=2[CH:4]=[CH:3][CH:2]=1.[ClH:35]>CCOC(C)=O.O1CCOCC1>[ClH:35].[C:1]1([O:11][CH2:12][CH2:13][N:14]2[C:22]3[CH:21]=[CH:20][CH:19]=[CH:18][C:17]=3[C:16]3[CH2:23][CH2:24][NH:25][CH2:26][CH2:27][C:15]2=3)[C:10]2[CH2:9][CH2:8][CH2:7][CH2:6][C:5]=2[CH:4]=[CH:3][CH:2]=1 |f:4.5|. Reported procedure: tert-Butyl 6-(2-hydroxyethyl)-1,4,5,6-tetrahydroazepino[4,5-b]indole-3(2H)-carboxylate (0.100 g, 0.302 mmol) was dissolved in THF (6 mL). 5,6,7,8-Tetrahydronaphthalen-1-ol (0.067 g, 0.454 mmol) was added, and after 25 min di-tert-butyl azodicarboxylate (0.105 g, 0.454 mmol) was added. The reaction mixture was stirred at 40° C. for 5 h. The solvent was removed in vacuo. The crude product was flash chromatographed (9:1 hexane:EtOAt) and tert-butyl 6-[2-(5,6,7,8-tetrahydronaphthalen-1-yloxy)ethyl]-... Starting materials: N#Cc1ccc(CC2(NC(=O)Nc3cc(Cl)cc(Cl)c3)CCCCC2=O)cc1, [K+], [K+], O=C([O-])[O-], Cc1ccccc1C. The product is N#Cc1ccc(CC23CCCC=C2N(c2cc(Cl)cc(Cl)c2)C(=O)N3)cc1. RXN SMILES: [C:1](#[N:2])[c:3]1[cH:4][cH:5][c:6]([CH2:7][C:8]2([NH:15][C:16](=[O:17])[NH:18][c:19]3[cH:20][c:21]([Cl:26])[cH:22][c:23]([Cl:25])[cH:24]3)[C:9](=[O:14])[CH2:10][CH2:11][CH2:12][CH2:13]2)[cH:27][cH:28]1.[K+:29].[K+:30].[O-:31][C:32]([O-:33])=[O:34].[c:35]1([CH3:36])[c:37]([CH3:38])[cH:39][cH:40][cH:41][cH:42]1>>[C:1](#[N:2])[c:3]1[cH:4][cH:5][c:6]([CH2:7][C:8]23[C:9](=[CH:10][CH2:11][CH2:12][CH2:13]2)[N:18]([c:19]2[cH:20][c:21]([Cl:26])[cH:22][c:23]([Cl:25])[cH:24]2)[C:16](=[O:17])[NH:15]3)[cH:27][cH:28]1. The reactants are N#C[K], CN(C)C=O, O, Cc1ccc(S(=O)(=O)OCC2C(C)(C)C2(Cl)Cl)cc1. The product is CC1(C)C(CC#N)C1(Cl)Cl. Reaction SMILES: [K:20][C:21]#[N:22].[O:24]=[CH:25][N:26]([CH3:27])[CH3:28].[OH2:23].[c:1]1([CH3:2])[cH:3][cH:4][c:5]([S:6]([O:7][CH2:11][CH:12]2[C:13]([Cl:17])([Cl:18])[C:14]2([CH3:15])[CH3:16])(=[O:8])=[O:9])[cH:10][cH:19]1>>[CH2:11]([CH:12]1[C:13]([Cl:17])([Cl:18])[C:14]1([CH3:15])[CH3:16])[C:21]#[N:22]. Reactants: [H-].[Na+] (Sodium hydride), FC1=C(C=CC=C1F)[C@@H]1CC[C@H](C=2N(C1)C(=CN2)CCO)NC(OC(C)(C)C)=O (tert-butyl (6S,9R)-6-(2,3-difluorophenyl)-3-(2-hydroxyethyl)-6,7,8,9-tetrahydro-5H-imidazo[1,2-a]azepin-9-ylcarbamate), IC (iodomethane), [H-].[Na+] (sodium hydride), IC (iodomethane). Solvent: O1CCCC1 (tetrahydrofuran). Conditions: time 18 hour. Product: FC1=C(C=CC=C1F)[C@@H]1CC[C@H](C=2N(C1)C(=CN2)CCOC)NC(OC(C)(C)C)=O (tert-Butyl (6S,9R)-6-(2,3-difluorophenyl)-3-(2-methoxyethyl)-6,7,8,9-tetrahydro-5H-imidazo[1,2-a]azepin-9-ylcarbamate). The yield is 30.3%. RXN SMILES: [H-].[Na+].[F:3][C:4]1[C:9]([F:10])=[CH:8][CH:7]=[CH:6][C:5]=1[C@H:11]1[CH2:17][N:16]2[C:18]([CH2:21][CH2:22][OH:23])=[CH:19][N:20]=[C:15]2[C@H:14]([NH:24][C:25](=[O:31])[O:26][C:27]([CH3:30])([CH3:29])[CH3:28])[CH2:13][CH2:12]1.I[CH3:33]>O1CCCC1>[F:3][C:4]1[C:9]([F:10])=[CH:8][CH:7]=[CH:6][C:5]=1[C@H:11]1[CH2:17][N:16]2[C:18]([CH2:21][CH2:22][O:23][CH3:33])=[CH:19][N:20]=[C:15]2[C@H:14]([NH:24][C:25](=[O:31])[O:26][C:27]([CH3:28])([CH3:30])[CH3:29])[CH2:13][CH2:12]1 |f:0.1|. Reported procedure: Sodium hydride (60% dispersion in mineral oil; 4.0 mg, 0.112 mmol) was added to a solution of tert-butyl (6S,9R)-6-(2,3-difluorophenyl)-3-(2-hydroxyethyl)-6,7,8,9-tetrahydro-5H-imidazo[1,2-a]azepin-9-ylcarbamate (19 mg, 0.047 mmol) and iodomethane (3.0 μL, 0.051 mmol) in tetrahydrofuran (0.5 mL) at 0° C., and the mixture was allowed to warm to ambient temperature. After 18 h, additional sodium hydride (2.0 mg, 0.056 mmol) and iodomethane (3.0 μL, 0.051 mmol) were added. After 1 h, the reaction w... Starting materials: FC1=CC(=CC=2N1N=C(C2C(=O)N(C(OC(C)(C)C)=O)C)C2=CC=C(C=C2)F)C2=C(C=CC(=C2)C(NC2(CC2)C2=NC=CC=C2)=O)C (tert-butyl 7-fluoro-2-(4-fluorophenyl)-5-(2-methyl-5-(1-(pyridin-2-yl)cyclopropylcarbamoyl)phenyl)pyrazolo[1,5-a]pyridine-3-carbonyl(methyl)carbamate), C(=O)(C(F)(F)F)O (TFA). The solvent is ClCCl (dichloromethane). Yields the product C(C)(=O)[O-].[NH4+] (ammonium acetate), FC1=CC(=CC=2N1N=C(C2C(=O)NC)C2=CC=C(C=C2)F)C2=C(C=CC(=C2)C(NC2(CC2)C2=NC=CC=C2)=O)C (7-fluoro-2-(4-fluorophenyl)-N-methyl-5-(2-methyl-5-(1-(pyridin-2-yl)cyclopropylcarbamoyl)phenyl)pyrazolo[1,5-a]pyridine-3-carboxamide). Reaction SMILES: [F:1][C:2]1[N:7]2[N:8]=[C:9]([C:22]3[CH:27]=[CH:26][C:25]([F:28])=[CH:24][CH:23]=3)[C:10]([C:11]([N:13](C)[C:14](=O)OC(C)(C)C)=[O:12])=[C:6]2[CH:5]=[C:4]([C:29]2[CH:34]=[C:33]([C:35](=[O:46])[NH:36][C:37]3([C:40]4[CH:45]=[CH:44][CH:43]=[CH:42][N:41]=4)[CH2:39][CH2:38]3)[CH:32]=[CH:31][C:30]=2[CH3:47])[CH:3]=1.[C:48]([OH:54])([C:50](F)(F)F)=[O:49]>ClCCl>[C:48]([O-:54])(=[O:49])[CH3:50].[NH4+:7].[F:1][C:2]1[N:7]2[N:8]=[C:9]([C:22]3[CH:27]=[CH:26][C:25]([F:28])=[CH:24][CH:23]=3)[C:10]([C:11]([NH:13][CH3:14])=[O:12])=[C:6]2[CH:5]=[C:4]([C:29]2[CH:34]=[C:33]([C:35](=[O:46])[NH:36][C:37]3([C:40]4[CH:45]=[CH:44][CH:43]=[CH:42][N:41]=4)[CH2:38][CH2:39]3)[CH:32]=[CH:31][C:30]=2[CH3:47])[CH:3]=1 |f:3.4|. Procedure details: To a solution containing tert-butyl 7-fluoro-2-(4-fluorophenyl)-5-(2-methyl-5-(1-(pyridin-2-yl)cyclopropylcarbamoyl)phenyl)pyrazolo[1,5-a]pyridine-3-carbonyl(methyl)carbamate (0.022 g, 0.035 mmol) and dichloromethane (3.0 mL) was added TFA (0.22 mL, 2.8 mmol) at room temperature. The solution was maintained for 15 min at room temperature and concentrated to dryness. The residue thus obtained was purified using preparative HPLC (Waters—Xbridge, 50×100 mm, 5 micron, C18 column; 0.1M ammonium aceta... Starting materials: CC1CN(C(=O)OC(C)(C)C)CCN1, CN1CCCC1=O, CCN(C(C)C)C(C)C, Clc1nnc(Cl)c2cnccc12, O. The product is CC1CN(C(=O)OC(C)(C)C)CCN1c1nnc(Cl)c2cnccc12. As a reaction SMILES: [CH3:1][CH:2]1[CH2:3][N:4]([C:8](=[O:9])[O:10][C:11]([CH3:12])([CH3:13])[CH3:14])[CH2:5][CH2:6][NH:7]1.[CH3:36][N:37]1[CH2:38][CH2:39][CH2:40][C:41]1=[O:42].[CH:27]([N:28]([CH2:29][CH3:30])[CH:31]([CH3:32])[CH3:33])([CH3:34])[CH3:35].[Cl:15][c:16]1[c:17]2[c:18]([c:19]([Cl:22])[n:20][n:21]1)[cH:23][n:24][cH:25][cH:26]2.[OH2:43]>>[CH3:1][CH:2]1[CH2:3][N:4]([C:8](=[O:9])[O:10][C:11]([CH3:12])([CH3:13])[CH3:14])[CH2:5][CH2:6][N:7]1[c:16]1[c:17]2[c:18]([c:19]([Cl:22])[n:20][n:21]1)[cH:23][n:24][cH:25][cH:26]2. The reactants are CC(NC(Cc1ccc(-c2cc(Cl)ccc2Cl)cc1)C(=O)OCc1ccccc1)C(=O)OC(C)(C)C, CCOC(C)=O, CO. The product is CC(NC(Cc1ccc(-c2cc(Cl)ccc2Cl)cc1)C(=O)O)C(=O)OC(C)(C)C. As a reaction SMILES: [CH2:1]([c:2]1[cH:3][cH:4][cH:5][cH:6][cH:7]1)[O:8][C:9]([CH:10]([CH2:11][c:12]1[cH:13][cH:14][c:15](-[c:18]2[c:19]([Cl:25])[cH:20][cH:21][c:22]([Cl:24])[cH:23]2)[cH:16][cH:17]1)[NH:26][CH:27]([CH3:28])[C:29](=[O:30])[O:31][C:32]([CH3:33])([CH3:34])[CH3:35])=[O:36].[CH3:37][CH2:38][O:39][C:40]([CH3:41])=[O:42].[CH3:43][OH:44]>>[O:8]=[C:9]([CH:10]([CH2:11][c:12]1[cH:13][cH:14][c:15](-[c:18]2[c:19]([Cl:25])[cH:20][cH:21][c:22]([Cl:24])[cH:23]2)[cH:16][cH:17]1)[NH:26][CH:27]([CH3:28])[C:29](=[O:30])[O:31][C:32]([CH3:33])([CH3:34])[CH3:35])[OH:36]. The reactants are CC(C)C[Al+]CC(C)C, COC(=O)CCc1cnoc1-c1cc(Cl)ccc1Cl, Cl, [H-], C1CCOC1. The product is OCCCc1cnoc1-c1cc(Cl)ccc1Cl. Reaction SMILES: [CH2:21]([Al+:22][CH2:23][CH:24]([CH3:25])[CH3:26])[CH:27]([CH3:28])[CH3:29].[Cl:1][c:2]1[c:3](-[c:9]2[c:10]([CH2:14][CH2:15][C:16](=[O:17])[O:18][CH3:19])[cH:11][n:12][o:13]2)[cH:4][c:5]([Cl:8])[cH:6][cH:7]1.[ClH:30].[H-:20].[O:31]1[CH2:32][CH2:33][CH2:34][CH2:35]1>>[Cl:1][c:2]1[c:3](-[c:9]2[c:10]([CH2:14][CH2:15][CH2:16][OH:17])[cH:11][n:12][o:13]2)[cH:4][c:5]([Cl:8])[cH:6][cH:7]1. Starting materials: [OH-].[Na+] (sodium hydroxide), N1(CCCC1)CCOC=1C=C(C(=O)OC)C=CC1 (methyl 3-{[2-(1-pyrrolidinyl)ethyl]oxy}benzoate). Run in CO (MeOH), O (water). Yields the product N1(CCCC1)CCOC=1C=C(C(=O)O)C=CC1 (3-{[2-(1-pyrrolidinyl)ethyl]oxy}benzoic acid). As a reaction SMILES: [N:1]1([CH2:6][CH2:7][O:8][C:9]2[CH:10]=[C:11]([CH:16]=[CH:17][CH:18]=2)[C:12]([O:14]C)=[O:13])[CH2:5][CH2:4][CH2:3][CH2:2]1.[OH-].[Na+]>CO.O>[N:1]1([CH2:6][CH2:7][O:8][C:9]2[CH:10]=[C:11]([CH:16]=[CH:17][CH:18]=2)[C:12]([OH:14])=[O:13])[CH2:5][CH2:4][CH2:3][CH2:2]1 |f:1.2|. Procedure: A solution of methyl 3-{[2-(1-pyrrolidinyl)ethyl]oxy}benzoate D37 (1.6 g) and sodium hydroxide (708 mg, 18.2 mmol) in MeOH (50 ml) and water (10 ml) was refluxed for 18 hours. The reaction was concentrated and water added and acidified to pH3 with 2M HCl solution. The reaction was concentrated and was added MeOH and was filtered, concentrated to give a brown solid of desired product D38 in 1.5 g. LCMS [MH+] 236.1@0.96 min (5 min run) The reactants are CCN(C(C)C)C(C)C, Cc1ccc(-c2cc(CCC=O)nn2-c2ccccc2)cc1, c1ccc(N2CCNCC2)cc1. The product is Cc1ccc(-c2cc(CCCN3CCN(c4ccccc4)CC3)nn2-c2ccccc2)cc1. Reaction SMILES: [CH:35]([N:36]([CH2:37][CH3:38])[CH:39]([CH3:40])[CH3:41])([CH3:42])[CH3:43].[c:1]1(-[n:7]2[n:8][c:9]([CH2:19][CH2:20][CH:21]=[O:22])[cH:10][c:11]2-[c:12]2[cH:13][cH:14][c:15]([CH3:18])[cH:16][cH:17]2)[cH:2][cH:3][cH:4][cH:5][cH:6]1.[c:23]1([N:29]2[CH2:30][CH2:31][NH:32][CH2:33][CH2:34]2)[cH:24][cH:25][cH:26][cH:27][cH:28]1>>[c:1]1(-[n:7]2[n:8][c:9]([CH2:19][CH2:20][CH2:21][N:32]3[CH2:31][CH2:30][N:29]([c:23]4[cH:24][cH:25][cH:26][cH:27][cH:28]4)[CH2:34][CH2:33]3)[cH:10][c:11]2-[c:12]2[cH:13][cH:14][c:15]([CH3:18])[cH:16][cH:17]2)[cH:2][cH:3][cH:4][cH:5][cH:6]1.